This data is from the Open Reaction Database (ORD), a public repository of structured organic reaction records. The task is: describe an organic reaction: reactants, conditions, products, and yield Reactants: CN (methylamine), C(C)(C)(C)OC(=O)C1=C(C=CC=C1)C1=CC=C(C=C1)CN1C(=NC(=C1C(=O)ON1C(CCC1=O)=O)CO)CCCC (succinimido 1-[(2'-t-butoxycarbonylbiphenyl-4-yl)methyl]-2-butyl-4-hydroxymethylimidazole-5-carboxylate). Run in O (water), C(Cl)Cl (methylene chloride), CO (methanol). Reaction conditions: time 16 hour. The product is CNC(=O)C1=C(N=C(N1CC1=CC=C(C=C1)C1=C(C=CC=C1)C(=O)OC(C)(C)C)CCCC)CO (N-methyl-1-[(2'-t-butoxycarbonylbiphenyl-4-yl)methyl]-2-butyl-4-hydroxymethylimidazole-5-carboxamide). As a reaction SMILES: [CH3:1][NH2:2].[C:3]([O:7][C:8]([C:10]1[CH:15]=[CH:14][CH:13]=[CH:12][C:11]=1[C:16]1[CH:21]=[CH:20][C:19]([CH2:22][N:23]2[C:27]([C:28](ON3C(=O)CCC3=O)=[O:29])=[C:26]([CH2:38][OH:39])[N:25]=[C:24]2[CH2:40][CH2:41][CH2:42][CH3:43])=[CH:18][CH:17]=1)=[O:9])([CH3:6])([CH3:5])[CH3:4]>O.C(Cl)Cl.CO>[CH3:1][NH:2][C:28]([C:27]1[N:23]([CH2:22][C:19]2[CH:18]=[CH:17][C:16]([C:11]3[CH:12]=[CH:13][CH:14]=[CH:15][C:10]=3[C:8]([O:7][C:3]([CH3:4])([CH3:5])[CH3:6])=[O:9])=[CH:21][CH:20]=2)[C:24]([CH2:40][CH2:41][CH2:42][CH3:43])=[N:25][C:26]=1[CH2:38][OH:39])=[O:29]. Procedure: 0.4 ml of a 40% by volume solution of methylamine in water was added at room temperature to a solution of 0.278 g of succinimido 1-[(2'-t-butoxycarbonylbiphenyl-4-yl)methyl]-2-butyl-4-hydroxymethylimidazole-5-carboxylate [prepared as described in Example 52(a)] in a mixture of 3 ml of methylene chloride and 2 ml of methanol, and the resulting mixture was allowed to stand for 16 hours at room temperature. At the end of this time, the solution was concentrated by evaporation under reduced pressure... Reactants: COC1=CC(=C(N)C=C1)[N+](=O)[O-] (4-methoxy-2-nitroaniline), FC(C(CC(=O)OCC)=O)(F)F (ethyl trifluoroacetoacetate). The solvent is polyphosphoric acid. The product is OC1=CC(=NC2=C(C=C(C=C12)OC)[N+](=O)[O-])C(F)(F)F (4-hydroxy-6-methoxy-8-nitro-2-trifluoromethylquinoline). The yield is 27.0%. RXN SMILES: [CH3:1][O:2][C:3]1[CH:9]=[CH:8][C:6]([NH2:7])=[C:5]([N+:10]([O-:12])=[O:11])[CH:4]=1.[F:13][C:14]([F:24])([F:23])[C:15](=O)[CH2:16][C:17](OCC)=[O:18]>>[OH:18][C:17]1[C:8]2[C:6](=[C:5]([N+:10]([O-:12])=[O:11])[CH:4]=[C:3]([O:2][CH3:1])[CH:9]=2)[N:7]=[C:15]([C:14]([F:24])([F:23])[F:13])[CH:16]=1. Procedure details: The reaction of 4-methoxy-2-nitroaniline with ethyl trifluoroacetoacetate in polyphosphoric acid at 130°-140° gave 4-hydroxy-6-methoxy-8-nitro-2-trifluoromethylquinoline. The pure compound (tan crystals, mp 138°-140° ) was obtained in 27% yield following several crystallizations of the crude product from ligroin.